This data is from the Open Reaction Database (ORD), a public repository of structured organic reaction records. The task is: describe an organic reaction: reactants, conditions, products, and yield Reactants: BrB(Br)Br, COc1ccc2c(Oc3ccc(OCCN4CCCCC4)cc3)c(-c3ccc(SC)cc3C)ccc2c1, ClCCl, Cl. The product is CSc1ccc(-c2ccc3cc(O)ccc3c2Oc2ccc(OCCN3CCCCC3)cc2)c(C)c1. Reaction SMILES: [B:39]([Br:40])([Br:41])[Br:42].[CH3:2][O:3][c:4]1[cH:5][c:6]2[cH:7][cH:8][c:9](-[c:30]3[c:31]([CH3:38])[cH:32][c:33]([S:36][CH3:37])[cH:34][cH:35]3)[c:10]([O:14][c:15]3[cH:16][cH:17][c:18]([O:19][CH2:20][CH2:21][N:22]4[CH2:23][CH2:24][CH2:25][CH2:26][CH2:27]4)[cH:28][cH:29]3)[c:11]2[cH:12][cH:13]1.[Cl:43][CH2:44][Cl:45].[ClH:1]>>[OH:3][c:4]1[cH:5][c:6]2[cH:7][cH:8][c:9](-[c:30]3[c:31]([CH3:38])[cH:32][c:33]([S:36][CH3:37])[cH:34][cH:35]3)[c:10]([O:14][c:15]3[cH:16][cH:17][c:18]([O:19][CH2:20][CH2:21][N:22]4[CH2:23][CH2:24][CH2:25][CH2:26][CH2:27]4)[cH:28][cH:29]3)[c:11]2[cH:12][cH:13]1. The product is O=C(Cl)C1CCSCC1. The reactants are CN(C)C=O, O=C(Cl)C(=O)Cl, ClCCl, O=C(O)C1CCSCC1. Reaction SMILES: [CH3:16][N:17]([CH3:18])[CH:19]=[O:20].[Cl:10][C:11]([C:12]([Cl:13])=[O:14])=[O:15].[Cl:21][CH2:22][Cl:23].[S:1]1[CH2:2][CH2:3][CH:4]([C:7](=[O:8])[OH:9])[CH2:5][CH2:6]1>>[S:1]1[CH2:2][CH2:3][CH:4]([C:7](=[O:9])[Cl:10])[CH2:5][CH2:6]1. The reactants are C(C)(C)(C)OC(NC=1OCC[C@@](N1)(C)C1=C(C=CC(=C1)N)F)=O ([(S)-4-(5-amino-2-fluoro-phenyl)-4-methyl-5,6-dihydro-4H-[1,3]oxazin-2-yl]-carbamic acid tert-butyl ester), F1, FC1=CC=C(S1)C(=O)O (5-fluoro-thiophene-2-carboxylic acid). Product: NC=1OCC[C@@](N1)(C)C=1C=C(C=CC1F)NC(=O)C=1SC(=CC1)F (5-Fluoro-thiophene-2-carboxylic acid [3-((S)-2-amino-4-methyl-5,6-dihydro-4H-[1,3]oxazin-4-yl)-4-fluoro-phenyl]-amide). As a reaction SMILES: C(OC(=O)[NH:7][C:8]1[O:9][CH2:10][CH2:11][C@:12]([C:15]2[CH:20]=[C:19]([NH2:21])[CH:18]=[CH:17][C:16]=2[F:22])([CH3:14])[N:13]=1)(C)(C)C.[F:24][C:25]1[S:29][C:28]([C:30](O)=[O:31])=[CH:27][CH:26]=1>>[NH2:7][C:8]1[O:9][CH2:10][CH2:11][C@:12]([C:15]2[CH:20]=[C:19]([NH:21][C:30]([C:28]3[S:29][C:25]([F:24])=[CH:26][CH:27]=3)=[O:31])[CH:18]=[CH:17][C:16]=2[F:22])([CH3:14])[N:13]=1. Procedure details: The coupling of [(S)-4-(5-amino-2-fluoro-phenyl)-4-methyl-5,6-dihydro-4H-[1,3]oxazin-2-yl]-carbamic acid tert-butyl ester from experiment F1 (R3=Me) and 5-fluoro-thiophene-2-carboxylic acid followed by deprotection using procedure H yielded the title compound. MS (ESI): m/z=352.0 [M+H]+. The reactants are C1(C=CC=C1)[Tl] (cyclopentadienyl-thallium), C1(=CC=CC=C1)P(Cl)C1=CC=CC=C1 (diphenylchlorophosphine). Run in C(C)OCC (diethyl ether). Conditions: temperature 0 celsius, time 1 hour. The product is C1(=CC=CC=C1)P(C1=CC=CC=C1)C1=CC=CC1 (diphenylphosphinocyclopentadiene), compound 5. As a reaction SMILES: [CH:1]1([Tl])[CH:5]=[CH:4][CH:3]=[CH:2]1.[C:7]1([P:13]([C:15]2[CH:20]=[CH:19][CH:18]=[CH:17][CH:16]=2)Cl)[CH:12]=[CH:11][CH:10]=[CH:9][CH:8]=1>C(OCC)C>[C:15]1([P:13]([C:2]2[CH2:1][CH:5]=[CH:4][CH:3]=2)[C:7]2[CH:8]=[CH:9][CH:10]=[CH:11][CH:12]=2)[CH:16]=[CH:17][CH:18]=[CH:19][CH:20]=1. Reported procedure: 50 g (0.186 mol) of cyclopentadienyl-thallium (obtained from Fluka) were introduced together with 300 ml of diethyl ether into a 500 ml flask. The suspension was cooled to 0° C. and 34.2 ml (0.186 mol) of diphenylchlorophosphine were added dropwise in the course of 10 minutes. The suspension was then warmed to room temperature and stirred for one hour, and finally filtered through a frit. The solvent was then stripped off in vacuo and left behind 39.5 g (85% of the theoretical yield) of the inte...